This data is from the Open Reaction Database (ORD), a public repository of structured organic reaction records. The task is: describe an organic reaction: reactants, conditions, products, and yield RXN SMILES: [CH3:1]/[CH:2]=[CH:3]/[C:4]1[CH:15]=[C:12]([O:13][CH3:14])[C:9]([O:10][CH3:11])=[CH:8][C:5]=1[O:6][CH3:7].[CH3:16][O:17][C:18]1[CH:23]=[C:22]([O:24][CH3:25])[C:21]([O:26][CH3:27])=[CH:20][C:19]=1[CH2:28][CH2:29][CH3:30].C(C1C(=O)C(Cl)=C(Cl)C(=[O:36])C=1C#N)#N>>[CH3:1]/[CH:2]=[CH:3]/[C:4]1[CH:15]=[C:12]([O:13][CH3:14])[C:9]([O:10][CH3:11])=[CH:8][C:5]=1[O:6][CH3:7].[CH3:16][O:17][C:18]1[CH:23]=[C:22]([O:24][CH3:25])[C:21]([O:26][CH3:27])=[CH:20][C:19]=1/[CH:28]=[CH:29]/[CH:30]=[O:36]. Procedure details: Preparation of α-asarone via dehydrogenation of 2,4,5-trimethoxyphenylpropane with DDQ containing little amount of silica gel: Addition of a catalytic amount of silica gel (0.2-0.6 g) drastically accelerated the rate of reaction as well as improved the yield of α-asarone when above dehydrogenation process (Example II-a) was conducted under the same condition resulting α-asarone in 72% yield and trans-2,4,5-trimethoxycinnamaldehyde in 18% yield. The product is C\C=C\C1=C(OC)C=C(OC)C(OC)=C1 (α-asarone), COC1=C(/C=C/C=O)C=C(C(=C1)OC)OC (trans-2,4,5-trimethoxycinnamaldehyde). The reactants are C\C=C\C1=C(OC)C=C(OC)C(OC)=C1 (α-asarone), COC1=C(C=C(C(=C1)OC)OC)CCC (2,4,5-trimethoxyphenylpropane), C(#N)C1=C(C(=O)C(=C(C1=O)Cl)Cl)C#N (DDQ), C\C=C\C1=C(OC)C=C(OC)C(OC)=C1 (α-asarone). Starting materials: [N+](=O)([O-])[O-].[K+] (KNO3), FC=1C=C2NC(C(NC2=CC1F)=O)=O (6,7-difluoro-1,4-dihydro-2,3-quinoxalinedione), [N+](=O)([O-])[O-].[K+] (KNO3), [N+](=O)([O-])[O-].[K+] (KNO3), ice. The solvent is FC(C(=O)O)(F)F (trifluoracetic acid). Conditions: temperature 55 celsius, time 20 hour. Yields the product FC=1C(=C2NC(C(NC2=CC1F)=O)=O)[N+](=O)[O-] (6,7-Difluoro-5-nitro-1,4-dihydro-2,3-quinoxalinedione). Yield: 68.1%. Reaction SMILES: [F:1][C:2]1[CH:3]=[C:4]2[C:9](=[CH:10][C:11]=1[F:12])[NH:8][C:7](=[O:13])[C:6](=[O:14])[NH:5]2.[N+:15]([O-])([O-:17])=[O:16].[K+]>FC(F)(F)C(O)=O>[F:12][C:11]1[C:10]([N+:15]([O-:17])=[O:16])=[C:9]2[C:4](=[CH:3][C:2]=1[F:1])[NH:5][C:6](=[O:14])[C:7](=[O:13])[NH:8]2 |f:1.2|. Procedure details: To a suspension of 6,7-difluoro-1,4-dihydro-2,3-quinoxalinedione (837 mg, 4.23 mmol) in trifluoracetic acid (30 mL) was added KNO3 (5 12 mg, 5.07 mmol). The mixture was stirred at 55 ° C. for 20 h at the end of this time, 256 mg (2.50 mmol) of KNO3 was added and the reaction mixture was stirred at 55° C. for 20 h, then another 256 mg (2.50 mmol) of KNO3 was added and the mixture was stirred at 55° C. for 20 h. The reaction mixture was then rotaevaporated to dryness. To the residual solid was add... Starting materials: hydrochloride salt, N(=[N+]=[N-])C[C@H]1CC2=C(O1)C=1[C@H]3CC[C@@H](C1C(=C2)OC)C3 ((2R*,6R*,9S*)-2-(azidomethyl)-5-methoxy-2,3,6,7,8,9-hexahydro-6,9-methanonaphtho[1,2-b]furan). Reagents/catalysts: [Pd] (palladium on carbon). Yields the product COC=1C=C2CC(OC2=C2C3CCC(C12)C3)CN ((9-methoxy-4-oxatetracyclo[9.2.1.02,10.03,7]tetradeca-2,7,9-trien-5-yl)methylamine). Isolated yield 53.0%. Reaction SMILES: [N:1]([CH2:4][C@@H:5]1[O:9][C:8]2[C:10]3[C@@H:11]4[CH2:20][C@H:14]([C:15]=3[C:16]([O:18][CH3:19])=[CH:17][C:7]=2[CH2:6]1)[CH2:13][CH2:12]4)=[N+]=[N-]>[Pd]>[CH3:19][O:18][C:16]1[CH:17]=[C:7]2[C:8](=[C:10]3[C:15]=1[CH:14]1[CH2:20][CH:11]3[CH2:12][CH2:13]1)[O:9][CH:5]([CH2:4][NH2:1])[CH2:6]2. Reported procedure: Treatment of [(2R*,6R*,9S*)-5-methoxy-2,3,6,7,8,9-hexahydro-6,9-methanonaphtho[1,2-b]furan-2-yl]methyl 4-methylbenzenesulfonate (1.2 g, 2.30 mmol) with sodium azide (0.78 g, 11.99 mmol) generally according to the procedure described for Intermediate 24 gave (2R*,6R*,9S*)-2-(azidomethyl)-5-methoxy-2,3,6,7,8,9-hexahydro-6,9-methanonaphtho[1,2-b]furan. Treatment of the azide with palladium on carbon (10 wt. %, 0.10 g) generally according to the procedure described for Example 2 gave 0.45 g (53%) of... The reactants are C(C)(C)C=1C(C=CC(C1)=NO)=O (2-isopropyl-[1,4]benzoquinone 4-oxime). Run in CO (methanol). Conditions: time 5 hour. Yields the product NC1=CC(=C(C=C1)O)C(C)C (4-amino-2-isopropyl-phenol). The yield is 75.2%. RXN SMILES: [CH:1]([C:4]1[C:5](=[O:12])[CH:6]=[CH:7][C:8](=[N:10]O)[CH:9]=1)([CH3:3])[CH3:2]>CO>[NH2:10][C:8]1[CH:7]=[CH:6][C:5]([OH:12])=[C:4]([CH:1]([CH3:3])[CH3:2])[CH:9]=1. Procedure details: To a solution of 2-isopropyl-[1,4]benzoquinone 4-oxime (1.1 g, 6.7 mmol) in methanol was added catalytic amount of Ra/Ni complex. The reaction was stirred under 50 psi H2 atmosphere for 5 hrs and filtered through celite. The filtrate was concentrated to give 4-amino-2-isopropyl-phenol (762 mg, 76%) The reactants are N1=CN=C(C2=C1NC=C2)C(=O)O (7H-pyrrolo[2,3-d]pyrimidine-4-carboxylic acid), C(NN)(=O)OCC1=CC=CC=C1 (benzyl carbazate). The product is N1=CN=C(C2=C1NC=C2)C(=O)NNC(=O)OCC2=CC=CC=C2 (benzyl 2-(7H-pyrrolo[2,3-d]pyrimidin-4-ylcarbonyl)hydrazinecarboxylate). The yield is 83.0%. RXN SMILES: [N:1]1[C:6]2[NH:7][CH:8]=[CH:9][C:5]=2[C:4]([C:10]([OH:12])=O)=[N:3][CH:2]=1.[C:13]([O:17][CH2:18][C:19]1[CH:24]=[CH:23][CH:22]=[CH:21][CH:20]=1)(=[O:16])[NH:14][NH2:15]>>[N:1]1[C:6]2[NH:7][CH:8]=[CH:9][C:5]=2[C:4]([C:10]([NH:15][NH:14][C:13]([O:17][CH2:18][C:19]2[CH:24]=[CH:23][CH:22]=[CH:21][CH:20]=2)=[O:16])=[O:12])=[N:3][CH:2]=1. Reported procedure: In the same manner as in Reference Example 1 and using 7H-pyrrolo[2,3-d]pyrimidine-4-carboxylic acid instead of benzothiazole-6-carboxylic acid and benzyl carbazate instead of tert-butyl carbazate, the title compound (yield 83%) was obtained as colorless crystals. Reactants: C(C)(C)N(C(C)C)CC (N,N-Diisopropylethylamine), CC1C(NCCN1)=O (3-methylpiperazin-2-one), CCN=C=NCCCN(C)C (EDCI), C=1C=CC2=C(C1)N=NN2O (HOBt), C(C)C1=CC(=C(OC2=C(C=C(C(=O)O)C=C2)F)C=C1F)OC (4-(4-ethyl-5-fluoro-2-methoxyphenoxy)-3-fluorobenzoic acid). The solvent is ClCCl (dichloromethane), ClCCl (dichloromethane), O (water). Run at time 8 hour. Product: C(C)C1=CC(=C(OC2=C(C=C(C(=O)N3C(C(NCC3)=O)C)C=C2)F)C=C1F)O (4-[4-(4-Ethyl-5-fluoro-2-hydroxyphenoxy)-3-fluorobenzoyl]-3-methyl piperazin-2-one), solid. The yield is 36.0%. As a reaction SMILES: C(N(CC)C(C)C)(C)C.[CH3:10][CH:11]1[NH:16][CH2:15][CH2:14][NH:13][C:12]1=[O:17].CCN=C=NCCCN(C)C.C1C=CC2N(O)N=NC=2C=1.[CH2:39]([C:41]1[C:57]([F:58])=[CH:56][C:44]([O:45][C:46]2[CH:54]=[CH:53][C:49]([C:50](O)=[O:51])=[CH:48][C:47]=2[F:55])=[C:43]([O:59]C)[CH:42]=1)[CH3:40]>ClCCl.O>[CH2:39]([C:41]1[C:57]([F:58])=[CH:56][C:44]([O:45][C:46]2[CH:54]=[CH:53][C:49]([C:50]([N:16]3[CH2:15][CH2:14][NH:13][C:12](=[O:17])[CH:11]3[CH3:10])=[O:51])=[CH:48][C:47]=2[F:55])=[C:43]([OH:59])[CH:42]=1)[CH3:40]. Reported procedure: N,N-Diisopropylethylamine (74 μL, 0.42 mmol), 3-methylpiperazin-2-one (23.3 mg, 0.20 mmol), EDCI (39.1 mg, 0.20 mmol) and HOBt (27.6 g, 0.20 mmol) were successively added to a suspension of 4-(4-ethyl-5-fluoro-2-methoxyphenoxy)-3-fluorobenzoic acid (which may be prepared in accordance with the experimental described in Example 4, step 4; 50 mg, 0.17 mmol) in dichloromethane (0.55 mL). The reaction mixture was stirred at room temperature overnight then diluted by addition of dichloromethane (10 m...